From a dataset of the Open Reaction Database (ORD), a public repository of structured organic reaction records. describe an organic reaction: reactants, conditions, products, and yield Reactants: CN(C)Nc1c([N+](=O)[O-])cnc2ccccc12, CC#N, [H][H]. The product is CN(C)Nc1c(N)cnc2ccccc12. RXN SMILES: [CH3:1][N:2]([NH:3][c:4]1[c:5]([N+:14]([O-:15])=[O:16])[cH:6][n:7][c:8]2[cH:9][cH:10][cH:11][cH:12][c:13]12)[CH3:17].[CH3:20][C:21]#[N:22].[H:18][H:19]>>[CH3:1][N:2]([NH:3][c:4]1[c:5]([NH2:14])[cH:6][n:7][c:8]2[cH:9][cH:10][cH:11][cH:12][c:13]12)[CH3:17]. Solvent: C(C)NC1=CC=CC=C1 (N-ethylaniline). Starting materials: Example 1 ( 4 ), crude product, C(C)N(C(C(C(=O)NS(=O)(=O)\C=C\C1=CC=CC=C1)CC#C)=O)CC (N,N-diethyl-2-(2-propynyl)-N′-((E)-styrylsulfonyl)malonamide). Procedure details: In the same manner as in Example 1 (4), a crude product was obtained using the compound (1.04 g) obtained in Example 215 (2) and N-ethylaniline (430 μL). This was purified by silica gel column chromatography to give the title compound (95 mg) as a white powder. As a reaction SMILES: [CH2:1]([N:3]([CH2:24][CH3:25])[C:4](=[O:23])[CH:5]([CH2:20][C:21]#[CH:22])[C:6]([NH:8][S:9](/[CH:12]=[CH:13]/[C:14]1[CH:19]=[CH:18][CH:17]=[CH:16][CH:15]=1)(=[O:11])=[O:10])=[O:7])[CH3:2]>C(NC1C=CC=CC=1)C>[CH2:24]([N:3]([C:1]1[CH:21]=[CH:20][CH:5]=[CH:4][CH:2]=1)[C:4](=[O:23])[CH:5]([CH2:20][C:21]#[CH:22])[C:6]([NH:8][S:9](/[CH:12]=[CH:13]/[C:14]1[CH:19]=[CH:18][CH:17]=[CH:16][CH:15]=1)(=[O:10])=[O:11])=[O:7])[CH3:25]. Product: C(C)N(C(C(C(=O)NS(=O)(=O)\C=C\C1=CC=CC=C1)CC#C)=O)C1=CC=CC=C1 (N-ethyl-N-phenyl-2-(2-propynyl)-N′-((E)-styrylsulfonyl)malonamide). Yield: 16.1%.